From a dataset of the Open Reaction Database (ORD), a public repository of structured organic reaction records. describe an organic reaction: reactants, conditions, products, and yield Reactants: FC1=C(C=CC(=C1)B1OC(C(O1)(C)C)(C)C)C=1N=CC(=NC1)N (5-(2-fluoro-4-(4,4,5,5-tetramethyl-1,3,2-dioxaborolan-2-yl)phenyl)-pyrazin-2-amine), BrC1=C(C=CC=C1)S(=O)(=O)N1CC(CCC1)C#N (racemic 1-((2-bromophenyl)sulfonyl)piperidine-3-carbonitrile). The product is NC=1N=CC(=NC1)C1=C(C=C(C=C1)C1=C(C=CC=C1)S(=O)(=O)N1CC(CCC1)C#N)F (racemic 1-{[4′-(5-Aminopyrazin-2-yl)-3′-fluorobiphenyl-2-yl]sulfonyl}piperidine-3-carbonitrile). Reaction SMILES: [F:1][C:2]1[CH:7]=[C:6](B2OC(C)(C)C(C)(C)O2)[CH:5]=[CH:4][C:3]=1[C:17]1[N:18]=[CH:19][C:20]([NH2:23])=[N:21][CH:22]=1.Br[C:25]1[CH:30]=[CH:29][CH:28]=[CH:27][C:26]=1[S:31]([N:34]1[CH2:39][CH2:38][CH2:37][CH:36]([C:40]#[N:41])[CH2:35]1)(=[O:33])=[O:32]>>[NH2:23][C:20]1[N:21]=[CH:22][C:17]([C:3]2[CH:4]=[CH:5][C:6]([C:25]3[CH:30]=[CH:29][CH:28]=[CH:27][C:26]=3[S:31]([N:34]3[CH2:39][CH2:38][CH2:37][CH:36]([C:40]#[N:41])[CH2:35]3)(=[O:32])=[O:33])=[CH:7][C:2]=2[F:1])=[N:18][CH:19]=1. Procedure: The title compound was prepared in a manner similar to that described in Example 448 using 5-(2-fluoro-4-(4,4,5,5-tetramethyl-1,3,2-dioxaborolan-2-yl)phenyl)-pyrazin-2-amine and racemic 1-((2-bromophenyl)sulfonyl)piperidine-3-carbonitrile. MS (ESI): mass calcd. for C22H20FN5O2S, 437.13; m/z found, 438.1 [M+H]+. 1H NMR (400 MHz, CD3OD) δ 8.35 (s, 1H), 8.29 (d, J=1.1, 1H), 8.11-8.07 (m, 1H), 7.98 (m, 1H), 7.74-7.68 (m, 1H), 7.65-7.60 (m, 1H), 7.44-7.40 (m, 1H), 7.36-7.30 (m, 2H), 3.06-3.02 (m, 2H)... The reactants are N(=[N+]=[N-])C[C@@H](CP(OCC(C)C)(=O)C)O (isobutyl P-[3-azido-2(S)- hydroxy-propyl]-P-methyl-phosphinate), [H][H] (hydrogen). Reagents/catalysts: [Pd] (palladium on charcoal). The solvent is C(C)O (ethanol). Product: NC[C@@H](CP(OCC(C)C)(=O)C)O (isobutyl P-[3-amino-2(S)-hydroxy-propyl]-P-(methyl)-phosphinate). RXN SMILES: [N:1]([CH2:4][C@H:5]([OH:15])[CH2:6][P:7]([CH3:14])(=[O:13])[O:8][CH2:9][CH:10]([CH3:12])[CH3:11])=[N+]=[N-].[H][H]>C(O)C.[Pd]>[NH2:1][CH2:4][C@H:5]([OH:15])[CH2:6][P:7]([CH3:14])(=[O:13])[O:8][CH2:9][CH:10]([CH3:12])[CH3:11]. Procedure: To a solution of 1.2 g of isobutyl P-[3-azido-2(S)- hydroxy-propyl]-P-methyl-phosphinate in 25 ml of ethanol are added 0.25 g of 5% palladium on charcoal. The resulting mixture is hydrogenated at 1 bar until hydrogen uptake ceases. The mixture is then filtered and the filtrate evaporated to give isobutyl P-[3-amino-2(S)-hydroxy-propyl]-P-(methyl)-phosphinate as a viscous oil, 31P-NMR spectrum: δ=+55.6 and +54.6 ppm (CDCl3), [α]D25 =+10.9 (c=0.50% in ethanol).